This data is from the Open Reaction Database (ORD), a public repository of structured organic reaction records. The task is: describe an organic reaction: reactants, conditions, products, and yield Reactants: NC1=CC(=C(C(=O)NC2CN3CCC2CC3)C=C1Cl)OCCSC (4-Amino-N-(1-azabicyclo[2.2.2]oct-3-yl)-5-chloro-2-[2-(methylthio)ethoxy]benzamide), I(=O)(=O)(=O)[O-].[Na+] (sodium metaperiodate). Run in Cl (HCl). Yields the product NC1=CC(=C(C(=O)NC2CN3CCC2CC3)C=C1Cl)OCCS(=O)C (4-Amino-N-(1-azabicyclo[2.2.2]oct-3-yl)-5-chloro-2-[2-(methylsulfinyl)ethoxy]benzamide). Reaction SMILES: [NH2:1][C:2]1[C:18]([Cl:19])=[CH:17][C:5]([C:6]([NH:8][CH:9]2[CH:14]3[CH2:15][CH2:16][N:11]([CH2:12][CH2:13]3)[CH2:10]2)=[O:7])=[C:4]([O:20][CH2:21][CH2:22][S:23][CH3:24])[CH:3]=1.I([O-])(=O)(=O)=[O:26].[Na+]>Cl>[NH2:1][C:2]1[C:18]([Cl:19])=[CH:17][C:5]([C:6]([NH:8][CH:9]2[CH:14]3[CH2:15][CH2:16][N:11]([CH2:12][CH2:13]3)[CH2:10]2)=[O:7])=[C:4]([O:20][CH2:21][CH2:22][S:23]([CH3:24])=[O:26])[CH:3]=1 |f:1.2|. Procedure: The product from Example 81 was oxidized in 1.4N HCl solution with sodium metaperiodate at 0°-5° C. for 2 h to give the title compound. Starting materials: CC(C)C(=O)Nc1cccc(C2CCNCC2)c1, CC(CCl)COc1ccccc1Br. The product is CC(COc1ccccc1Br)CN1CCC(c2cccc(NC(=O)C(C)C)c2)CC1. RXN SMILES: [CH3:14][CH:15]([C:16](=[O:17])[NH:18][c:19]1[cH:20][c:21]([CH:25]2[CH2:26][CH2:27][NH:28][CH2:29][CH2:30]2)[cH:22][cH:23][cH:24]1)[CH3:31].[Cl:1][CH2:2][CH:3]([CH2:4][O:5][c:6]1[c:7]([Br:12])[cH:8][cH:9][cH:10][cH:11]1)[CH3:13]>>[CH2:2]([CH:3]([CH2:4][O:5][c:6]1[c:7]([Br:12])[cH:8][cH:9][cH:10][cH:11]1)[CH3:13])[N:28]1[CH2:27][CH2:26][CH:25]([c:21]2[cH:20][c:19]([NH:18][C:16]([CH:15]([CH3:14])[CH3:31])=[O:17])[cH:24][cH:23][cH:22]2)[CH2:30][CH2:29]1. Reactants: FC1=C(C=C(C=C1)[N+](=O)[O-])C(=O)C1=CNC2=NC=CC=C21 (1—(2-Fluoro-5-nitro-phenyl)-(1H-pyrrolo[2,3-b]pyridin-3-yl)-methanone), C(C)O (ethanol), O1CCCC1 (Tetrahydrofuran). Product: FC1=C(C=C(C=C1)N)C1=C(C=2C(=NC=CC2)N1)C=O (2—(2-Fluoro-5-amino-phenyl)-(1H-pyrrolo[2,3-b]pyridin-3-yl)-methanone). Run in Cl (hydrochloric acid). Procedure: Compound 295 (130 mg, 0.46 mmol) was suspended in 6 M hydrochloric acid (10.0 mL) and ethanol (5.0 mL) unser an atmosphere of nitrogen. Tetrahydrofuran (5.0 mL) was added to completely dissolve the compound. Iron (229 mg) was added to the mixture and the reaction was heated to reflux for 2.5 hours. The reaction was cooled and concentrated under reduced pressure. The solid was dissolved in ethyl acetate and washed with saturated sodium bicarbonate. The organic portions were dried with anhydrous m... RXN SMILES: [F:1][C:2]1[CH:7]=[CH:6][C:5]([N+:8]([O-])=O)=[CH:4][C:3]=1[C:11]([C:13]1[C:21]2[C:16](=[N:17][CH:18]=[CH:19][CH:20]=2)[NH:15][CH:14]=1)=O.C([OH:24])C.O1CCCC1>Cl.[Fe]>[F:1][C:2]1[CH:7]=[CH:6][C:5]([NH2:8])=[CH:4][C:3]=1[C:11]1[NH:15][C:16]2=[N:17][CH:18]=[CH:19][CH:20]=[C:21]2[C:13]=1[CH:14]=[O:24]. Reagents/catalysts: [Fe] (Iron). Starting materials: CO, Cl, [Na+], [OH-], COC(=O)COc1cccc(CCc2nc(-c3ccccc3)c(-c3ccccc3)o2)c1. Product: O=C(O)COc1cccc(CCc2nc(-c3ccccc3)c(-c3ccccc3)o2)c1. RXN SMILES: [CH3:34][OH:35].[ClH:36].[Na+:33].[OH-:32].[c:1]1(-[c:7]2[n:8][c:9]([CH2:18][CH2:19][c:20]3[cH:21][c:22]([O:23][CH2:24][C:25](=[O:26])[O:27][CH3:28])[cH:29][cH:30][cH:31]3)[o:10][c:11]2-[c:12]2[cH:13][cH:14][cH:15][cH:16][cH:17]2)[cH:2][cH:3][cH:4][cH:5][cH:6]1>>[c:1]1(-[c:7]2[n:8][c:9]([CH2:18][CH2:19][c:20]3[cH:21][c:22]([O:23][CH2:24][C:25](=[O:26])[OH:27])[cH:29][cH:30][cH:31]3)[o:10][c:11]2-[c:12]2[cH:13][cH:14][cH:15][cH:16][cH:17]2)[cH:2][cH:3][cH:4][cH:5][cH:6]1. Starting materials: NC1=NC(=NC2=CC(=C(C=C12)OC)OC)Cl (4-amino-2-chloro-6,7-dimethoxyquinazoline), C(\C=C\C)(=O)N1CCNCC1 (1-crotonoylpiperazine). Run in C(CC(C)C)O (isopentanol). Yields the product O.Cl.NC1=NC(=NC2=CC(=C(C=C12)OC)OC)N1CCN(CC1)C(\C=C\C)=O (4-Amino-2-(4-crotonoyl-1-piperazinyl)-6,7-dimethoxyquinazoline hydrochloride hydrate). Yield: 90.0%. RXN SMILES: [NH2:1][C:2]1[C:11]2[C:6](=[CH:7][C:8]([O:14][CH3:15])=[C:9]([O:12][CH3:13])[CH:10]=2)[N:5]=[C:4]([Cl:16])[N:3]=1.[C:17]([N:22]1[CH2:27][CH2:26][NH:25][CH2:24][CH2:23]1)(=[O:21])/[CH:18]=[CH:19]/[CH3:20]>C(O)CC(C)C>[OH2:12].[ClH:16].[NH2:1][C:2]1[C:11]2[C:6](=[CH:7][C:8]([O:14][CH3:15])=[C:9]([O:12][CH3:13])[CH:10]=2)[N:5]=[C:4]([N:25]2[CH2:26][CH2:27][N:22]([C:17](=[O:21])/[CH:18]=[CH:19]/[CH3:20])[CH2:23][CH2:24]2)[N:3]=1 |f:3.4.5|. Procedure details: To 80 ml of isopentanol were added 4.55 g of 4-amino-2-chloro-6,7-dimethoxyquinazoline and 3.4 g of 1-crotonoylpiperazine; the resulting mixture was then refluxed for 1.5 hours. At the end of this time, the hot reaction mixture was filtered. The filtrate was cooled and the crystals which resulted were collected by filtration and then recrystallized from ethanol to give 3.52 g of the desired hydrochloride hydrate of Compound No. 1 in the form of colourless crystals melting at 255°-256° C. (with d...